This data is from the Open Reaction Database (ORD), a public repository of structured organic reaction records. The task is: describe an organic reaction: reactants, conditions, products, and yield Reactants: CC1=CC(NC2=CC(=CC=C12)OCC1CO1)=O (4-methyl-7-(2,3-epoxypropoxy)carbostyril), C1(=CC=CC=C1)N1CCNCC1 (4-phenylpiperazine), C(C)O (ethanol), Cl (hydrochloric acid). Solvent: CO (methanol). Yields the product Cl.CC1=CC(NC2=CC(=CC=C12)OCC(CN1CCN(CC1)C1=CC=CC=C1)O)=O (4-methyl-7-[2-hydroxy-3-(4-phenylpiperazinyl)propoxy]carbostyril monohydrochloride). Isolated yield 63.0%. Reaction SMILES: [CH3:1][C:2]1[C:11]2[C:6](=[CH:7][C:8]([O:12][CH2:13][CH:14]3[O:16][CH2:15]3)=[CH:9][CH:10]=2)[NH:5][C:4](=[O:17])[CH:3]=1.[C:18]1([N:24]2[CH2:29][CH2:28][NH:27][CH2:26][CH2:25]2)[CH:23]=[CH:22][CH:21]=[CH:20][CH:19]=1.C(O)C.[ClH:33]>CO>[ClH:33].[CH3:1][C:2]1[C:11]2[C:6](=[CH:7][C:8]([O:12][CH2:13][CH:14]([OH:16])[CH2:15][N:27]3[CH2:28][CH2:29][N:24]([C:18]4[CH:23]=[CH:22][CH:21]=[CH:20][CH:19]=4)[CH2:25][CH2:26]3)=[CH:9][CH:10]=2)[NH:5][C:4](=[O:17])[CH:3]=1 |f:5.6|. Procedure: 2.4 Grams of 4-methyl-7-(2,3-epoxypropoxy)carbostyril and 1.8 g of 4-phenylpiperazine are mixed with 30 ml of ethanol and heated for 3 hours under refluxing conditions. After cooling the reaction mixture, crystals thus precipitated are collected by filtration and washed with ether. The crude crystals thus obtained are dissolved in 50 ml of methanol and 3 ml of concentrated hydrochloric acid. The mixture then is concentrated under reduced pressure to dryness. The residue thus obtained is recrysta... Reactants: C=CCOC1=C(OCC=C)C=CC=C1. The reagents and catalysts are CCc1ccccc1. The solvent is CO (Methanol), OCCO (Ethylene Glycol [1,2-Ethanediol]). Reaction conditions: temperature 175 celsius, pressure 55 bar, time 2.00102 minute. Product: OC1=C(O)C(CC=C)=CC=C1CC=C, OC1=C(O)C(CC=C)=C(CC=C)C=C1, C=CCOC1=C(OCC=C)C=CC=C1. The yield is 90.3%. Starting materials: C(C)(C)(C)OC(NCC(=O)N1[C@H](CN(CC1)C1=CC(=C(C=C1)OC)OC1CCCC1)CC1=CC=CC=C1)=O ({2-[(S)-2-Benzyl-4-(3-cyclopentyloxy-4-methoxy-phenyl)-piperazin-1-yl]-2-oxo-ethyl}-carbamic acid tert-butyl ester), Cl (hydrogen chloride). Solvent: solution, O1CCOCC1 (dioxane). Run at time 2 hour. Product: Cl.NCC(=O)N1[C@H](CN(CC1)C1=CC(=C(C=C1)OC)OC1CCCC1)CC1=CC=CC=C1 ((S)-2-amino-1-(2-benzyl-4-(3-(cyclopentyloxy)-4-methoxyphenyl)piperazin-1-yl)ethanone, hydrochloride salt). Isolated yield 49.0%. Reaction SMILES: C(OC(=O)[NH:7][CH2:8][C:9]([N:11]1[CH2:16][CH2:15][N:14]([C:17]2[CH:22]=[CH:21][C:20]([O:23][CH3:24])=[C:19]([O:25][CH:26]3[CH2:30][CH2:29][CH2:28][CH2:27]3)[CH:18]=2)[CH2:13][C@@H:12]1[CH2:31][C:32]1[CH:37]=[CH:36][CH:35]=[CH:34][CH:33]=1)=[O:10])(C)(C)C.[ClH:39]>O1CCOCC1>[ClH:39].[NH2:7][CH2:8][C:9]([N:11]1[CH2:16][CH2:15][N:14]([C:17]2[CH:22]=[CH:21][C:20]([O:23][CH3:24])=[C:19]([O:25][CH:26]3[CH2:27][CH2:28][CH2:29][CH2:30]3)[CH:18]=2)[CH2:13][C@@H:12]1[CH2:31][C:32]1[CH:37]=[CH:36][CH:35]=[CH:34][CH:33]=1)=[O:10] |f:3.4|. Reported procedure: The intermediate {2-[(S)-2-Benzyl-4-(3-cyclopentyloxy-4-methoxy-phenyl)-piperazin-1-yl]-2-oxo-ethyl}-carbamic acid tert-butyl ester was dissolved in a 4 N solution of hydrogen chloride in dioxane and stirred for 2 h then evaporated to a solid which was filtered and washed with diethyl ether to afford the title compound as a colorless solid (42 mg, 49% based on trihydrochloride salt). LC/MS (Method A) 4.66 min, [M+1]+ 424. Reactants: COc1cccc(C)c1C(=O)O, CN(C)C1(C(NC(=O)c2cccc(C(F)(F)F)c2Cl)c2ccccc2)CCCC1, ClCCl, CN(C)C1(C(N)c2ccccc2)CCCC1, O, On1nnc2ccccc21. The product is COc1cccc(C)c1C(=O)NC(c1ccccc1)C1(N(C)C)CCCC1. RXN SMILES: [CH3:46][O:47][c:48]1[c:49]([C:50](=[O:51])[OH:52])[c:53]([CH3:57])[cH:54][cH:55][cH:56]1.[Cl:17][c:18]1[c:19]([C:20]([F:21])([F:22])[F:23])[cH:24][cH:25][cH:26][c:27]1[C:28]([NH:29][CH:30]([C:31]1([N:32]([CH3:33])[CH3:34])[CH2:35][CH2:36][CH2:37][CH2:38]1)[c:39]1[cH:40][cH:41][cH:42][cH:43][cH:44]1)=[O:45].[Cl:69][CH2:70][Cl:71].[NH2:1][CH:2]([C:3]1([N:8]([CH3:9])[CH3:10])[CH2:4][CH2:5][CH2:6][CH2:7]1)[c:11]1[cH:12][cH:13][cH:14][cH:15][cH:16]1.[OH2:58].[OH:59][n:60]1[c:61]2[cH:62][cH:63][cH:64][cH:65][c:66]2[n:67][n:68]1>>[NH:1]([CH:2]([C:3]1([N:8]([CH3:9])[CH3:10])[CH2:4][CH2:5][CH2:6][CH2:7]1)[c:11]1[cH:12][cH:13][cH:14][cH:15][cH:16]1)[C:50]([c:49]1[c:48]([O:47][CH3:46])[cH:56][cH:55][cH:54][c:53]1[CH3:57])=[O:51]. Starting materials: C1(=CC=CC2=CC=CC=C12)[C@@H](C)N(C(OC(C)(C)C)=O)C[C@H]1CNC[C@@H]1C1=CC=CC=C1 (tert-butyl [(1R)-1-(1-naphthyl)ethyl]{[(3R,4S)-4-phenylpyrrolidin-3-yl]methyl}carbamate), C([O-])([O-])=O.[K+].[K+] (potassium carbonate), FC=1C=C(C(=O)OC)C=C(C1F)F (methyl 3,4,5-trifluorobenzoate), N[C@@H]([C@H](O)C)C(=O)O (Thr). The solvent is CS(=O)C (DMSO), C(C)(=O)OCC (ethyl acetate). Run at temperature 110 celsius, time 8 hour. Product: C(C)(C)(C)OC(=O)N([C@H](C)C1=CC=CC2=CC=CC=C12)C[C@H]1CN(C[C@@H]1C1=CC=CC=C1)C1=C(C=C(C(=O)OC)C=C1F)F (methyl 4-[(3R,4S)-3-({(tert-butoxycarbonyl)[(1R)-1-(1-naphthyl)ethyl]amino}methyl)-4-phenylpyrrolidin-1-yl]-3,5-difluorobenzoate). RXN SMILES: [C:1]1([C@H:11]([N:13]([CH2:21][C@@H:22]2[C@@H:26]([C:27]3[CH:32]=[CH:31][CH:30]=[CH:29][CH:28]=3)[CH2:25][NH:24][CH2:23]2)[C:14](=[O:20])[O:15][C:16]([CH3:19])([CH3:18])[CH3:17])[CH3:12])[C:10]2[C:5](=[CH:6][CH:7]=[CH:8][CH:9]=2)[CH:4]=[CH:3][CH:2]=1.C(=O)([O-])[O-].[K+].[K+].[F:39][C:40]1[CH:41]=[C:42]([CH:47]=[C:48]([F:51])[C:49]=1F)[C:43]([O:45][CH3:46])=[O:44].N[C@H](C(O)=O)[C@@H](C)O>C(OCC)(=O)C.CS(C)=O>[C:16]([O:15][C:14]([N:13]([CH2:21][C@@H:22]1[C@@H:26]([C:27]2[CH:28]=[CH:29][CH:30]=[CH:31][CH:32]=2)[CH2:25][N:24]([C:49]2[C:48]([F:51])=[CH:47][C:42]([C:43]([O:45][CH3:46])=[O:44])=[CH:41][C:40]=2[F:39])[CH2:23]1)[C@@H:11]([C:1]1[C:10]2[C:5](=[CH:6][CH:7]=[CH:8][CH:9]=2)[CH:4]=[CH:3][CH:2]=1)[CH3:12])=[O:20])([CH3:18])([CH3:19])[CH3:17] |f:1.2.3|. Reported procedure: A 10 ml DMSO solution of tert-butyl [(1R)-1-(1-naphthyl)ethyl]{[(3R,4S)-4-phenylpyrrolidin-3-yl]methyl}carbamate was mixed with 1.3 g of potassium carbonate and 1.0 g of methyl 3,4,5-trifluorobenzoate and stirred overnight at 110° C. Thr reaction solution was mixed with ethyl acetate, washed with water and dried with anhydrous sodium sulfate. This was concentrated under a reduced pressure, and the thus obtained residue was purified by a silica gel column chromatography (hexane-ethyl acetate) to ... The reactants are Cl.C(C)(=O)OCC (Hydrochloric acid ethyl acetate), CN(CCCN(C=O)OCCC1N(CCCC1)C(NCCCCCCCCCCCCCCCCCC)=O)C (N-[3-(dimethylamino)propyl]-{2-[1-(N-octadecylcarbamoyl)-2-piperidyl]ethoxy}formamide). The solvent is C(C)(=O)OCC (ethyl acetate). Run at time 1.5 hour. Yields the product Cl.CN(CCCN(C=O)OCCC1N(CCCC1)C(NCCCCCCCCCCCCCCCCCC)=O)C (N-[3-(Dimethylamino)propyl]-{2-[1-(N-octadecylcarbamoyl)-2-piperidyl]ethoxy}formamide hydrochloride). As a reaction SMILES: [ClH:1].C(OCC)(=O)C.[CH3:8][N:9]([CH3:46])[CH2:10][CH2:11][CH2:12][N:13]([O:16][CH2:17][CH2:18][CH:19]1[CH2:24][CH2:23][CH2:22][CH2:21][N:20]1[C:25](=[O:45])[NH:26][CH2:27][CH2:28][CH2:29][CH2:30][CH2:31][CH2:32][CH2:33][CH2:34][CH2:35][CH2:36][CH2:37][CH2:38][CH2:39][CH2:40][CH2:41][CH2:42][CH2:43][CH3:44])[CH:14]=[O:15]>C(OCC)(=O)C>[ClH:1].[CH3:46][N:9]([CH3:8])[CH2:10][CH2:11][CH2:12][N:13]([O:16][CH2:17][CH2:18][CH:19]1[CH2:24][CH2:23][CH2:22][CH2:21][N:20]1[C:25](=[O:45])[NH:26][CH2:27][CH2:28][CH2:29][CH2:30][CH2:31][CH2:32][CH2:33][CH2:34][CH2:35][CH2:36][CH2:37][CH2:38][CH2:39][CH2:40][CH2:41][CH2:42][CH2:43][CH3:44])[CH:14]=[O:15] |f:0.1,4.5|. Reported procedure: 4N Hydrochloric acid/ethyl acetate solution (5.5 ml) was added to a solution of N-[3-(dimethylamino)propyl]-{2-[1-(N-octadecylcarbamoyl)-2-piperidyl]ethoxy}formamide (8.37 g) in ethyl acetate (252 ml) under argon gas atmosphere while being cooled with ice. The solution was stirred for 1.5 hours at room temperature. The deposited crystals were collected by filtration under a vacuum and was recrystallized with ethyl acetate, thereby yielding the entitled compound (8.12 g) as white crystal. The reactants are BrC1=C(C=C(C=C1)O)OC(F)(F)F (4-bromo-3-[(trifluoromethyl)oxy]phenol), CN(C)C=O (DMF), ClC1=NC=C(C=N1)[N+](=O)[O-] (2-chloro-5-nitropyrimidine). Reaction conditions: time 2 hour. The product is BrC1=C(C=C(C=C1)OC1=NC=C(C=N1)[N+](=O)[O-])OC(F)(F)F (2-({4-bromo-3-[(trifluoromethyl)oxy]phenyl}oxy)-5-nitropyrimidine). As a reaction SMILES: [Br:1][C:2]1[CH:7]=[CH:6][C:5]([OH:8])=[CH:4][C:3]=1[O:9][C:10]([F:13])([F:12])[F:11].CN(C=O)C.Cl[C:20]1[N:25]=[CH:24][C:23]([N+:26]([O-:28])=[O:27])=[CH:22][N:21]=1>>[Br:1][C:2]1[CH:7]=[CH:6][C:5]([O:8][C:20]2[N:25]=[CH:24][C:23]([N+:26]([O-:28])=[O:27])=[CH:22][N:21]=2)=[CH:4][C:3]=1[O:9][C:10]([F:12])([F:11])[F:13]. Reported procedure: To a solution of 4-bromo-3-[(trifluoromethyl)oxy]phenol (257 mg, 1.0 mmol) in dry DMF (4 mL) potassium carbonate (276 mg, 2 mmol) and then 2-chloro-5-nitropyrimidine (319 mg, 2.0 mmol) were added and the reaction mixture was stirred for 2 hours at r.t. The reaction was quenched with water (1 mL), diluted with brine (5 mL) and extracted with ethyl acetate (2×15 mL). The organic layer was dried (Na2SO4), filtered and evaporated to give crude 2-({4-bromo-3-[(trifluoromethyl)oxy]phenyl}oxy)-5-nitrop...